This data is from the Open Reaction Database (ORD), a public repository of structured organic reaction records. The task is: describe an organic reaction: reactants, conditions, products, and yield The reactants are NC1=CC(=C(C(=O)O)C=C1Cl)OCC1=CC(=CC=C1)Cl (4-amino-5-chloro-2-[(3-chlorophenyl)methoxy]benzoic acid), C(=O)(N1C=NC=C1)N1C=NC=C1 (1,1'-carbonyldiimidazole), NC1CN2CCC1CC2 (3-aminoquinuclidine). Solvent: O1CCCC1 (tetrahydrofuran), O1CCCC1 (tetrahydrofuran). Conditions: time 45 minute. Yields the product NC1=CC(=C(C(=O)NC2CN3CCC2CC3)C=C1Cl)OCC1=CC(=CC=C1)Cl (4-Amino-N-(1-azabicyclo[2.2.2]oct-3-yl)-5-chloro-2-[(3-chlorophenyl)methoxy]benzamide). Isolated yield 73.3%. As a reaction SMILES: [NH2:1][C:2]1[C:10]([Cl:11])=[CH:9][C:5]([C:6]([OH:8])=O)=[C:4]([O:12][CH2:13][C:14]2[CH:19]=[CH:18][CH:17]=[C:16]([Cl:20])[CH:15]=2)[CH:3]=1.C(N1C=CN=C1)(N1C=CN=C1)=O.[NH2:33][CH:34]1[CH:39]2[CH2:40][CH2:41][N:36]([CH2:37][CH2:38]2)[CH2:35]1>O1CCCC1>[NH2:1][C:2]1[C:10]([Cl:11])=[CH:9][C:5]([C:6]([NH:33][CH:34]2[CH:39]3[CH2:40][CH2:41][N:36]([CH2:37][CH2:38]3)[CH2:35]2)=[O:8])=[C:4]([O:12][CH2:13][C:14]2[CH:19]=[CH:18][CH:17]=[C:16]([Cl:20])[CH:15]=2)[CH:3]=1. Procedure details: A solution of 4-amino-5-chloro-2-[(3-chlorophenyl)methoxy]benzoic acid (3.13 g, 10 mmol) in anhydrous tetrahydrofuran (10 mL) under nitrogen was treated with 1,1'-carbonyldiimidazole (1.87 g, 11.5 mmol), stirred for 45 minutes, and degassed over 15 minutes under a stream of nitrogen. A solution of 3-aminoquinuclidine (1.85 g, 14.7 mmol) in anhydrous tetrahydrofuran (5 mL) was added, and the mixture was stirred at room temperature for 18 hours, then concentrated in vacuo and partitioned between 3...